This data is from the Open Reaction Database (ORD), a public repository of structured organic reaction records. The task is: describe an organic reaction: reactants, conditions, products, and yield The reactants are C(C1=CC=CC=C1)OC(=O)NC1=CN=C(N(C1=O)CC(=O)O)C1=CC=C(C=C1)Cl ([5-benzyloxycarbonylamino-2-(4-chlorophenyl)-6-oxo-1,6-dihydro-1-pyrimidinyl]acetic acid), NC(C(C(F)(F)F)O)CC1=CC=CC=C1 (3-amino-1,1,1-trifluoro-4-phenyl-2-butanol), CCN=C=NCCCN(C)C.Cl (WSCI hydrochloride), C=1C=CC2=C(C1)N=NN2O (HOBT). The solvent is CN(C)C=O (DMF). The product is C(C1=CC=CC=C1)OC(=O)NC1=CN=C(N(C1=O)CC(=O)NC(C(C(F)(F)F)=O)CC1=CC=CC=C1)C1=CC=C(C=C1)Cl (2-[5-benzyloxycarbonylamino-2-(4-chlorophenyl)-6-oxo-1,6-dihydro-1-pyrimidyl]-N-(1-benzyl-3,3,3-trifluoro-2-oxopropyl)acetamide), target compound. Yield: 100.0%. As a reaction SMILES: [CH2:1]([O:8][C:9]([NH:11][C:12]1[C:17](=[O:18])[N:16]([CH2:19][C:20]([OH:22])=O)[C:15]([C:23]2[CH:28]=[CH:27][C:26]([Cl:29])=[CH:25][CH:24]=2)=[N:14][CH:13]=1)=[O:10])[C:2]1[CH:7]=[CH:6][CH:5]=[CH:4][CH:3]=1.[NH2:30][CH:31]([CH2:38][C:39]1[CH:44]=[CH:43][CH:42]=[CH:41][CH:40]=1)[CH:32]([OH:37])[C:33]([F:36])([F:35])[F:34].CCN=C=NCCCN(C)C.Cl.C1C=CC2N(O)N=NC=2C=1>CN(C=O)C>[CH2:1]([O:8][C:9]([NH:11][C:12]1[C:17](=[O:18])[N:16]([CH2:19][C:20]([NH:30][CH:31]([CH2:38][C:39]2[CH:44]=[CH:43][CH:42]=[CH:41][CH:40]=2)[C:32](=[O:37])[C:33]([F:35])([F:36])[F:34])=[O:22])[C:15]([C:23]2[CH:24]=[CH:25][C:26]([Cl:29])=[CH:27][CH:28]=2)=[N:14][CH:13]=1)=[O:10])[C:2]1[CH:7]=[CH:6][CH:5]=[CH:4][CH:3]=1 |f:2.3|. Reported procedure: 2-[5-Benzyloxycartonylamino-2-(4-chlorophenyl)-6-oxo-1,6-dihydro-1-pyrimidyl]-N-(1-benzyl-3,3,3-trifluoro-2-hydroxypropyl)acetamide was synthesized in the same manner as in Example 1. That is, [5-benzyloxycarbonylamino-2-(4-chlorophenyl)-6-oxo-1,6-dihydro-1-pyrimidinyl]acetic acid (title compound in Reference Example 13, 2.50 g, 6.04 mmol) was treated with 3-amino-1,1,1-trifluoro-4-phenyl-2-butanol (title compound in Reference Example 1, 1.39 g, 6.34 mmol), WSCI hydrochloride (1.39 g, 7.25 mmol)... Starting materials: CS(=O)(=O)O, O=C1CC(c2ccc(Cl)cc2)CC(=O)O1, Nc1ccncc1, O, Cc1ccccc1C. The product is O=C1CC(c2ccc(Cl)cc2)CC(=O)N1c1ccncc1. Reaction SMILES: [CH3:31][S:32]([OH:33])(=[O:34])=[O:35].[Cl:1][c:2]1[cH:3][cH:4][c:5]([CH:8]2[CH2:9][C:10](=[O:11])[O:12][C:13](=[O:15])[CH2:14]2)[cH:6][cH:7]1.[NH2:16][c:17]1[cH:18][cH:19][n:20][cH:21][cH:22]1.[OH2:36].[c:23]1([CH3:24])[c:25]([CH3:26])[cH:27][cH:28][cH:29][cH:30]1>>[Cl:1][c:2]1[cH:3][cH:4][c:5]([CH:8]2[CH2:9][C:10](=[O:12])[N:16]([c:17]3[cH:18][cH:19][n:20][cH:21][cH:22]3)[C:13](=[O:15])[CH2:14]2)[cH:6][cH:7]1. As a reaction SMILES: [Br:1][c:2]1[cH:3][c:4]2[c:5]([cH:11][cH:12]1)[CH2:6][CH2:7][CH2:8][CH2:9][O:10]2.[CH2:13]([Li:14])[CH2:15][CH2:16][CH3:17].[CH3:18][N:19]([CH:20]=[O:21])[CH3:22].[CH3:29][CH2:30][CH2:31][CH2:32][CH2:33][CH3:34].[ClH:23].[O:24]1[CH2:25][CH2:26][CH2:27][CH2:28]1>>[c:2]1([CH:20]=[O:21])[cH:3][c:4]2[c:5]([cH:11][cH:12]1)[CH2:6][CH2:7][CH2:8][CH2:9][O:10]2. Starting materials: Brc1ccc2c(c1)OCCCC2, [Li]CCCC, CN(C)C=O, CCCCCC, Cl, C1CCOC1. Yields the product O=Cc1ccc2c(c1)OCCCC2. The reactants are C(C)OC(C(CC1=CC(=C(C=C1)OCCCOC1=CC=C(C=C1)C1=CC=CC=C1)Cl)OC)=O (3-{4-[3-(Biphenyl-4-yloxy)-propoxy]-3-chloro-phenyl}-2-methoxy-propionic acid ethyl ester), [OH-].[Na+] (NaOH). The solvent is O (water). Reaction conditions: time 16 hour. The product is C1(=CC=C(C=C1)OCCCOC1=C(C=C(C=C1)C[C@@H](C(=O)O)OC)Cl)C1=CC=CC=C1 ((2S)3-{4-[3-(Biphenyl-4-yloxy)-propoxy]-3-chloro-phenyl}-2-methoxy-propionic acid). Yield: 0.0%. As a reaction SMILES: C([O:3][C:4](=[O:33])[CH:5]([O:31][CH3:32])[CH2:6][C:7]1[CH:12]=[CH:11][C:10]([O:13][CH2:14][CH2:15][CH2:16][O:17][C:18]2[CH:23]=[CH:22][C:21]([C:24]3[CH:29]=[CH:28][CH:27]=[CH:26][CH:25]=3)=[CH:20][CH:19]=2)=[C:9]([Cl:30])[CH:8]=1)C.[OH-].[Na+]>O>[C:21]1([C:24]2[CH:25]=[CH:26][CH:27]=[CH:28][CH:29]=2)[CH:22]=[CH:23][C:18]([O:17][CH2:16][CH2:15][CH2:14][O:13][C:10]2[CH:11]=[CH:12][C:7]([CH2:6][C@H:5]([O:31][CH3:32])[C:4]([OH:33])=[O:3])=[CH:8][C:9]=2[Cl:30])=[CH:19][CH:20]=1 |f:1.2|. Procedure: The title compound was prepared as follows: 3-{4-[3-(Biphenyl-4-yloxy)-propoxy]-3-chloro-phenyl}-2-methoxy-propionic acid ethyl ester (0.017 g, 0.037 mmol) was dissolved in 0.25 M ethanolic NaOH solution (0.3 mL, 0.075 mmol). The mixture was stirred 16 hours at room temperature and water was added. The aqueous layer was extracted with Et2O (3×5 mL). The aqueous layer was acidified to pH=1 with 1 N HCl and extracted with Et2O (5×10 mL). The organic layer was dried (MgSO4) and concentrated under v...